describe an organic reaction: reactants, conditions, products, and yield From a dataset of the Open Reaction Database (ORD), a public repository of structured organic reaction records. Reaction conditions: time 5 hour. As a reaction SMILES: [CH3:1][N:2]1[C:6]([CH2:7][C:8]([O:10]C)=[O:9])=[CH:5][C:4]2[CH2:12][O:13][C:14]3[CH:21]=[C:20]([CH3:22])[CH:19]=[CH:18][C:15]=3[C:16](=[O:17])[C:3]1=2.[OH-].[Na+]>CO.O>[CH3:1][N:2]1[C:6]([CH2:7][C:8]([OH:10])=[O:9])=[CH:5][C:4]2[CH2:12][O:13][C:14]3[CH:21]=[C:20]([CH3:22])[CH:19]=[CH:18][C:15]=3[C:16](=[O:17])[C:3]1=2 |f:1.2|. Procedure details: To an ice-cooled suspension of 1.74 g (0.006 m) of methyl 4,10-dihydro-1,7-dimethyl-10-oxo-1H[1]-benzoxepino[4,3-b]pyrrole-2-acetate in a mixture of methanol (50 ml) and water (5 ml) under a nitrogen atmosphere was added 2.5 N sodium hydroxide solution (2.6 cc, 0.0066 m) over 1 minute. After 30 minutes the ice-bath was removed, and the mixture stirred at ambient temperatures for five hours. The mixture was diluted to ca. 150 ml with water, aged, filtered, and the filtrate acidified dropwise with... The solvent is CO (methanol), O (water). Yield: 90.4%. Reactants: ice, CN1C2=C(C=C1CC(=O)OC)COC1=C(C2=O)C=CC(=C1)C (methyl 4,10-dihydro-1,7-dimethyl-10-oxo-1H[1]-benzoxepino[4,3-b]pyrrole-2-acetate), [OH-].[Na+] (sodium hydroxide). Product: CN1C2=C(C=C1CC(=O)O)COC1=C(C2=O)C=CC(=C1)C (4,10-Dihydro-1,7-dimethyl-10-oxo-1H[1]-benzoxepino[4,3-b]pyrrole-2-acetic acid). Reactants: CC(C)CCNC(=O)c1ccc(N2CCNCC2)nn1, Fc1ccc(C(F)(F)F)c(CCl)c1. Yields the product CC(C)CCNC(=O)c1ccc(N2CCN(Cc3cc(F)ccc3C(F)(F)F)CC2)nn1. RXN SMILES: [CH3:14][CH:15]([CH2:16][CH2:17][NH:18][C:19](=[O:20])[c:21]1[n:22][n:23][c:24]([N:27]2[CH2:28][CH2:29][NH:30][CH2:31][CH2:32]2)[cH:25][cH:26]1)[CH3:33].[F:1][c:2]1[cH:3][cH:4][c:5]([C:10]([F:11])([F:12])[F:13])[c:6]([CH2:7][Cl:8])[cH:9]1>>[F:1][c:2]1[cH:3][cH:4][c:5]([C:10]([F:11])([F:12])[F:13])[c:6]([CH2:7][N:30]2[CH2:29][CH2:28][N:27]([c:24]3[n:23][n:22][c:21]([C:19]([NH:18][CH2:17][CH2:16][CH:15]([CH3:14])[CH3:33])=[O:20])[cH:26][cH:25]3)[CH2:32][CH2:31]2)[cH:9]1. Reactants: CCOC(=O)NOCc1ccccc1, CC[O-], CCOC(C)=O, CCO, CCCCOP(=O)(CCCCl)OCCCC, [Na+], O. The product is CCCCOP(=O)(CCCN(OCc1ccccc1)C(=O)OCC)OCCCC. Reaction SMILES: [CH2:1]([c:2]1[cH:3][cH:4][cH:5][cH:6][cH:7]1)[O:8][NH:9][C:10]([O:11][CH2:12][CH3:13])=[O:14].[CH3:16][CH2:17][O-:18].[CH3:35][CH2:36][O:37][C:38](=[O:39])[CH3:40].[CH3:41][CH2:42][OH:43].[Cl:19][CH2:20][CH2:21][CH2:22][P:23]([O:24][CH2:25][CH2:26][CH2:27][CH3:28])([O:29][CH2:30][CH2:31][CH2:32][CH3:33])=[O:34].[Na+:15].[OH2:44]>>[CH2:1]([c:2]1[cH:3][cH:4][cH:5][cH:6][cH:7]1)[O:8][N:9]([C:10]([O:11][CH2:12][CH3:13])=[O:14])[CH2:20][CH2:21][CH2:22][P:23]([O:24][CH2:25][CH2:26][CH2:27][CH3:28])([O:29][CH2:30][CH2:31][CH2:32][CH3:33])=[O:34]. Starting materials: Nc1cnc(-c2cc3c(cc2Cl)OC(F)(F)O3)cn1, O=C(Cl)c1ccccc1F. Product: O=C(Nc1cnc(-c2cc3c(cc2Cl)OC(F)(F)O3)cn1)c1ccccc1F. Reaction SMILES: [Cl:1][c:2]1[c:3](-[c:13]2[n:14][cH:15][c:16]([NH2:19])[n:17][cH:18]2)[cH:4][c:5]2[c:6]([cH:12]1)[O:7][C:8]([F:10])([F:11])[O:9]2.[F:20][c:21]1[c:22]([C:23](=[O:24])[Cl:25])[cH:26][cH:27][cH:28][cH:29]1>>[Cl:1][c:2]1[c:3](-[c:13]2[n:14][cH:15][c:16]([NH:19][C:23]([c:22]3[c:21]([F:20])[cH:29][cH:28][cH:27][cH:26]3)=[O:24])[n:17][cH:18]2)[cH:4][c:5]2[c:6]([cH:12]1)[O:7][C:8]([F:10])([F:11])[O:9]2.